Task: describe an organic reaction: reactants, conditions, products, and yield. Dataset: the Open Reaction Database (ORD), a public repository of structured organic reaction records Starting materials: OC1=CC=C(C=C1)CCC(=O)O (3-(4-hydroxyphenyl)propanoic acid), C(=O)(N1C=NC=C1)N1C=NC=C1 (1,1′-carbonyldiimidazole), C1CCC2=NCCCN2CC1 (DBU), C(C)(C)(C)O (tert-butanol). The solvent is CN(C)C=O (DMF), O (water). Run at temperature 65 celsius, time 2 day. Product: C(C)(C)(C)OC(CCC1=CC=C(C=C1)O)=O (3-(4-Hydroxy-phenyl)-propionic acid tert-butyl ester). As a reaction SMILES: [OH:1][C:2]1[CH:7]=[CH:6][C:5]([CH2:8][CH2:9][C:10]([OH:12])=[O:11])=[CH:4][CH:3]=1.C(N1C=CN=C1)(N1C=CN=C1)=O.C1CCN2C(=NCCC2)CC1.[C:36](O)([CH3:39])([CH3:38])[CH3:37]>CN(C=O)C.O>[C:36]([O:11][C:10](=[O:12])[CH2:9][CH2:8][C:5]1[CH:4]=[CH:3][C:2]([OH:1])=[CH:7][CH:6]=1)([CH3:39])([CH3:38])[CH3:37]. Procedure details: To a solution of 3-(4-hydroxyphenyl)propanoic acid (3.32 g, 20 mmol) in dry DMF (20 ml) is carefully added 1,1′-carbonyldiimidazole (3.24 g, 20 mmol) portionwise. The reaction mixture is stirred at 40° C. for 2 hours after which time DBU (6.02 ml, 40 mmol) and tert-butanol (4.78 ml, 50 mmol) are added and the reaction mixture is now stirred at 65° C. for 2 days. The reaction mixture is allowed to cool to room temperature and poured into water (50 ml) and the product is extracted with diethyl eth... Starting materials: CCCCCCC.C(C)(=O)OCC (heptane ethyl acetate), CCCCCCC (heptane), C(CCC)[SnH](CCCC)CCCC (Tributyltin hydride), BrCCCCCCCCCCCCO (12-bromo-1-dodecanol), C(CCCCCCCCC(=O)OC1CC(N(C(C1)(C)C)O)(C)C)(=O)OC1CC(N(C(C1)(C)C)O)(C)C (bis(1-oxyl-2,2,6,6-tetramethylpiperidin-4-yl) sebacate). The solvent is ClC1=CC=CC=C1 (chlorobenzene). Yields the product C(CCCCCCCCC(=O)OC1CC(N(C(C1)(C)C)OCCCCCCCCCCCCO)(C)C)(=O)OC1CC(N(C(C1)(C)C)OCCCCCCCCCCCCO)(C)C (Bis[1-(12-hydroxy-1-dodecyloxy)-2,2,6,6-tetramethylpiperidin-4-yl] Sebacate). RXN SMILES: C([SnH](CCCC)CCCC)CCC.Br[CH2:15][CH2:16][CH2:17][CH2:18][CH2:19][CH2:20][CH2:21][CH2:22][CH2:23][CH2:24][CH2:25][CH2:26][OH:27].[C:28]([O:52][CH:53]1[CH2:58][C:57]([CH3:60])([CH3:59])[N:56]([OH:61])[C:55]([CH3:63])([CH3:62])[CH2:54]1)(=[O:51])[CH2:29][CH2:30][CH2:31][CH2:32][CH2:33][CH2:34][CH2:35][CH2:36][C:37]([O:39][CH:40]1[CH2:45][C:44]([CH3:47])([CH3:46])[N:43]([OH:48])[C:42]([CH3:50])([CH3:49])[CH2:41]1)=[O:38].[CH3:64][CH2:65][CH2:66][CH2:67][CH2:68][CH2:69][CH3:70].[CH3:71][CH2:72][CH2:73][CH2:74][CH2:75]CC.C(OCC)(=[O:80])C>ClC1C=CC=CC=1>[C:28]([O:52][CH:53]1[CH2:54][C:55]([CH3:63])([CH3:62])[N:56]([O:61][CH2:64][CH2:65][CH2:66][CH2:67][CH2:68][CH2:69][CH2:70][CH2:71][CH2:72][CH2:73][CH2:74][CH2:75][OH:80])[C:57]([CH3:60])([CH3:59])[CH2:58]1)(=[O:51])[CH2:29][CH2:30][CH2:31][CH2:32][CH2:33][CH2:34][CH2:35][CH2:36][C:37]([O:39][CH:40]1[CH2:41][C:42]([CH3:49])([CH3:50])[N:43]([O:48][CH2:15][CH2:16][CH2:17][CH2:18][CH2:19][CH2:20][CH2:21][CH2:22][CH2:23][CH2:24][CH2:25][CH2:26][OH:27])[C:44]([CH3:46])([CH3:47])[CH2:45]1)=[O:38] |f:4.5|. Procedure details: Tributyltin hydride is added dropwise to a solution of 12-bromo-1-dodecanol and excess bis(1-oxyl-2,2,6,6-tetramethylpiperidin-4-yl) sebacate in chlorobenzene. The mixture is heated to facilitate reaction. The crude reaction mixture is passed through silica gel with heptane and then heptane/ethyl acetate to afford the title compound. The reactants are C(C)(=O)OCC1=C(C=CC=C1[N+](=O)[O-])Br (2-Bromo-6-nitrobenzyl Acetate), C(C)(C)(C)[Si](Cl)(C)C (tert-butyldimethylchlorosilane), O.[OH-].[Li+] (Lithium hydroxide monohydrate), N1C=NC=C1 (Imidazole). Solvent: C1CCOC1 (THF), O (water), C(C)O (ethanol), O (water). Conditions: time 1 hour. Yields the product BrC1=C(CO[Si](C)(C)C(C)(C)C)C(=CC=C1)[N+](=O)[O-] ((2-Bromo-6-nitrobenzyloxy)(tert-butyl)dimethylsilane). Isolated yield 89.4%. RXN SMILES: C([O:4][CH2:5][C:6]1[C:11]([N+:12]([O-:14])=[O:13])=[CH:10][CH:9]=[CH:8][C:7]=1[Br:15])(=O)C.O.[OH-].[Li+].N1C=CN=C1.[C:24]([Si:28]([CH3:31])([CH3:30])Cl)([CH3:27])([CH3:26])[CH3:25]>C1COCC1.O.C(O)C>[Br:15][C:7]1[CH:8]=[CH:9][CH:10]=[C:11]([N+:12]([O-:14])=[O:13])[C:6]=1[CH2:5][O:4][Si:28]([C:24]([CH3:27])([CH3:26])[CH3:25])([CH3:31])[CH3:30] |f:1.2.3|. Procedure: A 150-mL single-neck round-bottomed flask equipped with a magnetic stirrer and nitrogen inlet was charged with a solution of 114b (11.6 g, 42.3 mmol) in a mixture of THF (20 mL), ethanol (20 mL) and water (20 mL). Lithium hydroxide monohydrate (7.00 g, 167.0 mmol) was added and the reaction was stirred at room temperature for 1 h. After this time, the reaction mixture was partitioned between water (200 mL) and ethyl acetate (400 mL). The layers were separated, and the aqueous phase was extracted... The reactants are C(CC(O)(C(=O)O)CC(=O)O)(=O)O.O (citric acid water), N[C@H]([C@H](O)C)C(=O)O (D-allo-threonine), 48, C([O-])([O-])=O.[K+].[K+] (potassium carbonate), ClC1=C(C#N)C=CC(=C1C)F (2-chloro-4-fluoro-3-methylbenzonitrile), C(CC(O)(C(=O)O)CC(=O)O)(=O)O (citric acid). The solvent is CS(=O)C (DMSO). Conditions: time 30 minute. Product: ClC=1C(=C(C=CC1C#N)N[C@@H](C(=O)O)[C@@H](C)O)C ((2R,3R)-2-(3-chloro-4-cyano-2-methylphenylamino)-3-hydroxybutanoic acid). Isolated yield 47.9%. As a reaction SMILES: [NH2:1][C@@H:2]([C:6]([OH:8])=[O:7])[C@@H:3]([CH3:5])[OH:4].C(=O)([O-])[O-].[K+].[K+].[Cl:15][C:16]1[C:23]([CH3:24])=[C:22](F)[CH:21]=[CH:20][C:17]=1[C:18]#[N:19].C(O)(=O)CC(CC(O)=O)(C(O)=O)O.O.C(O)(=O)CC(CC(O)=O)(C(O)=O)O>CS(C)=O>[Cl:15][C:16]1[C:23]([CH3:24])=[C:22]([NH:1][C@H:2]([C@H:3]([OH:4])[CH3:5])[C:6]([OH:8])=[O:7])[CH:21]=[CH:20][C:17]=1[C:18]#[N:19] |f:1.2.3,5.6|. Procedure: To a three-necked, 500 mL, round-bottomed flask fitted with a nitrogen inlet, mechanical stirring apparatus, and septum was added D-allo-threonine (24.98 g, 210 mmol) followed by anhydrous DMSO (250 mL) and potassium carbonate (63.7 g, 460 mmol). This mixture was stirred under nitrogen at room temperature for a period of 30 min. To this mixture was then added 2-chloro-4-fluoro-3-methylbenzonitrile (35.51 g, 210 mmol) followed by heating of the reaction mixture to 70° C. in an oil bath for a peri... Reactants: [BH4-], C, CO, COC(=O)CCc1ccc(Sc2ccc([N+](=O)[O-])cn2)cc1, [Na+], [Pd]. Product: COC(=O)CCc1ccc(Sc2ccc(N)cn2)cc1. RXN SMILES: [BH4-:23].[C:27].[CH3:25][OH:26].[N+:1]([O-:2])(=[O:3])[c:4]1[cH:5][cH:6][c:7]([S:10][c:11]2[cH:12][cH:13][c:14]([CH2:17][CH2:18][C:19](=[O:20])[O:21][CH3:22])[cH:15][cH:16]2)[n:8][cH:9]1.[Na+:24].[Pd:28]>>[NH2:1][c:4]1[cH:5][cH:6][c:7]([S:10][c:11]2[cH:12][cH:13][c:14]([CH2:17][CH2:18][C:19](=[O:20])[O:21][CH3:22])[cH:15][cH:16]2)[n:8][cH:9]1. Starting materials: O=C([O-])[O-], COC(=O)c1c[nH]c2ccccc12, CN(C)C=O, CCOC(C)=O, CC(C)OC(C)C, FC(F)(F)c1ccc2nccc(Cl)c2c1, [K+], [K+], O. The product is COC(=O)c1cn(-c2ccnc3ccc(C(F)(F)F)cc23)c2ccccc12. Reaction SMILES: [C:1](=[O:2])([O-:3])[O-:4].[CH3:22][O:23][C:24](=[O:25])[c:26]1[cH:27][nH:28][c:29]2[cH:30][cH:31][cH:32][cH:33][c:34]12.[CH3:35][N:36]([CH3:37])[CH:38]=[O:39].[CH3:40][CH2:41][O:42][C:43](=[O:44])[CH3:45].[CH:47]([O:48][CH:49]([CH3:50])[CH3:51])([CH3:52])[CH3:53].[Cl:7][c:8]1[cH:9][cH:10][n:11][c:12]2[cH:13][cH:14][c:15]([C:18]([F:19])([F:20])[F:21])[cH:16][c:17]12.[K+:5].[K+:6].[OH2:46]>>[c:8]1(-[n:28]2[cH:27][c:26]([C:24]([O:23][CH3:22])=[O:25])[c:34]3[c:29]2[cH:30][cH:31][cH:32][cH:33]3)[cH:9][cH:10][n:11][c:12]2[cH:13][cH:14][c:15]([C:18]([F:19])([F:20])[F:21])[cH:16][c:17]12. Reactants: Cl (hydrochloric acid), ClC1=CC2=C(C(CCCN(C(CC2)=O)C(=O)CCCNC(C)=O)=O)C=C1 (N-[3-[(11-chloro-2,3,5,6,7,8-hexahydro-3,8-dioxo-4-benzazecin-4-(1H)-yl)carbonyl]propyl]acetamide), C(C)O (ethanol). The solvent is C(Cl)Cl (methylene chloride). Reaction conditions: time 5 day. Product: C(C)(=O)NCCCC(=O)NCCCC(=O)C1=C(CCC(=O)OCC)C=C(C=C1)Cl (ethyl 2-[4-(4-acetamidobutyramido)butyryl]-5-chlorohydrocinnamate). As a reaction SMILES: Cl.[Cl:2][C:3]1[CH:27]=[CH:26][C:6]2[C:7](=[O:25])[CH2:8][CH2:9][CH2:10][N:11]([C:16]([CH2:18][CH2:19][CH2:20][NH:21][C:22](=[O:24])[CH3:23])=[O:17])[C:12](=[O:15])[CH2:13][CH2:14][C:5]=2[CH:4]=1.[CH2:28]([OH:30])[CH3:29]>C(Cl)Cl>[C:22]([NH:21][CH2:20][CH2:19][CH2:18][C:16]([NH:11][CH2:10][CH2:9][CH2:8][C:7]([C:6]1[CH:26]=[CH:27][C:3]([Cl:2])=[CH:4][C:5]=1[CH2:14][CH2:13][C:12]([O:30][CH2:28][CH3:29])=[O:15])=[O:25])=[O:17])(=[O:24])[CH3:23]. Procedure details: 1 ml of concentrated hydrochloric acid is added to a solution of 2.66 g (0.007 mol) of N-[3-[(11-chloro-2,3,5,6,7,8-hexahydro-3,8-dioxo-4-benzazecin-4-(1H)-yl)carbonyl]propyl]acetamide in 100 ml of ethanol and 30 ml of methylene chloride and the mixture is stirred at room temperature for 5 days. The solution is concentrated, extracted with methylene chloride/water, dried with magnesium sulfate and the solvent is distilled in a vacuum. Chromatography on aluminum oxide with ethyl acetate/ethanol (...